Dataset: the Open Reaction Database (ORD), a public repository of structured organic reaction records. Task: describe an organic reaction: reactants, conditions, products, and yield The reactants are C=1N=C(C2=C(N1)N(C=N2)[C@H]3[C@@H]([C@H]4[C@H](O3)COP(=O)(O4)O)O)N (cAMP), C(CCC)N(CCCC)CCCC (tri-n-butylamine). Solvent: O (water), C(C)O (ethanol). Product: C(CCC)[NH+](CCCC)CCCC (tri-n-butylammonium), C=1N=C(C2=C(N1)N(C=N2)[C@H]3[C@@H]([C@H]4[C@H](O3)COP(=O)(O4)O)O)N (cAMP). RXN SMILES: [CH:1]1[N:2]=[C:3]([NH2:22])[C:4]2[N:9]=[CH:8][N:7]([C@@H:10]3[O:14][C@@H:13]4[CH2:15][O:16][P:17]([OH:20])([O:19][C@H:12]4[C@H:11]3[OH:21])=[O:18])[C:5]=2[N:6]=1.[CH2:23]([N:27]([CH2:32][CH2:33][CH2:34][CH3:35])[CH2:28][CH2:29][CH2:30][CH3:31])[CH2:24][CH2:25][CH3:26]>O.C(O)C>[CH2:32]([NH+:27]([CH2:23][CH2:24][CH2:25][CH3:26])[CH2:28][CH2:29][CH2:30][CH3:31])[CH2:33][CH2:34][CH3:35].[CH:1]1[N:2]=[C:3]([NH2:22])[C:4]2[N:9]=[CH:8][N:7]([C@@H:10]3[O:14][C@@H:13]4[CH2:15][O:16][P:17]([OH:20])([O:19][C@H:12]4[C@H:11]3[OH:21])=[O:18])[C:5]=2[N:6]=1. Reported procedure: One gram of cAMP was dissolved in a mixture of 5 ml of water, 5 ml of ethanol and 1.5 ml of tri-n-butylamine. The solution was concentrated under reduced pressure at 30° to 40° C., and dried under reduced pressure using phosphorus pentoxide to afford tri-n-butylammonium salt of cAMP. The resulting cAMP salt was dissolved in 50 ml of dehydrated dimethyl formamide, and 5 ml of tri-n-butylamine and 2 ml of ethyl iodide were added. The reaction was performed at 80° C. for 3 hours. Reactants: CCCCC(C#N)(CBr)c1cc(-c2ccccc2)cs1, O, c1c[nH]cn1. The product is CCCCC(C#N)(Cn1ccnc1)c1cc(-c2ccccc2)cs1. RXN SMILES: [C:1](#[N:2])[C:3]([CH2:4][Br:5])([CH2:6][CH2:7][CH2:8][CH3:9])[c:10]1[s:11][cH:12][c:13](-[c:15]2[cH:16][cH:17][cH:18][cH:19][cH:20]2)[cH:14]1.[OH2:26].[nH:21]1[cH:22][n:23][cH:24][cH:25]1>>[C:1](#[N:2])[C:3]([CH2:4][n:21]1[cH:22][n:23][cH:24][cH:25]1)([CH2:6][CH2:7][CH2:8][CH3:9])[c:10]1[s:11][cH:12][c:13](-[c:15]2[cH:16][cH:17][cH:18][cH:19][cH:20]2)[cH:14]1. Reactants: CC(CCCCCCCCCCCCCCBr)C (15-methylhexadecyl bromide), NC1=CC=C(C(=O)OCC)C=C1 (ethyl 4-aminobenzoate), CN(P(=O)(N(C)C)N(C)C)C (hexamethylphosphoramide). The solvent is O (water). The product is CC(CCCCCCCCCCCCCCNC1=CC=C(C(=O)OCC)C=C1)C (ethyl 4-(15-methylhexadecyl)aminobenzoate). Reaction SMILES: [CH3:1][CH:2]([CH3:18])[CH2:3][CH2:4][CH2:5][CH2:6][CH2:7][CH2:8][CH2:9][CH2:10][CH2:11][CH2:12][CH2:13][CH2:14][CH2:15][CH2:16]Br.[NH2:19][C:20]1[CH:30]=[CH:29][C:23]([C:24]([O:26][CH2:27][CH3:28])=[O:25])=[CH:22][CH:21]=1.CN(C)P(N(C)C)(N(C)C)=O>O>[CH3:1][CH:2]([CH3:18])[CH2:3][CH2:4][CH2:5][CH2:6][CH2:7][CH2:8][CH2:9][CH2:10][CH2:11][CH2:12][CH2:13][CH2:14][CH2:15][CH2:16][NH:19][C:20]1[CH:21]=[CH:22][C:23]([C:24]([O:26][CH2:27][CH3:28])=[O:25])=[CH:29][CH:30]=1. Procedure: A mixture of 5 g. of 15-methylhexadecyl bromide and 5.2 g. of ethyl 4-aminobenzoate in 50 ml. hexamethylphosphoramide is heated for 17 hours at 120° C. The cooled solution is diluted with an equal volume of water and the resultant precipitate is filtered, washed with 100 ml. of 50% ethanol, dried, and crystallized from ethanol to yield a colorless crystalline solid. The reactants are S(=O)([O-])S(=O)[O-].[Na+].[Na+] (sodium dithionite), C1(CCC1)OC1=C(C(=O)OC)C(=CC(=C1OC)OC)[N+](=O)[O-] (methyl 2-cyclobutyloxy-3,4-dimethoxy-6-nitrobenzoate), [OH-].[Na+] (sodium hydroxide). The reagents and catalysts are [Cl-].C(CCC)[N+](CCCC)(CCCC)CCCC (tetra-n-butylammonium chloride). The solvent is O (water), ClCCl (dichloromethane). Reaction conditions: time 1 hour. Product: NC1=CC(=C(C(=C1C(=O)OC)OC1CCC1)OC)OC (Methyl 6-amino-2-cyclobutyloxy-3,4-dimethoxybenzoate). Isolated yield 108.4%. Reaction SMILES: S(S([O-])=O)([O-])=O.[Na+].[Na+].[CH:9]1([O:13][C:14]2[C:23]([O:24][CH3:25])=[C:22]([O:26][CH3:27])[CH:21]=[C:20]([N+:28]([O-])=O)[C:15]=2[C:16]([O:18][CH3:19])=[O:17])[CH2:12][CH2:11][CH2:10]1.[OH-].[Na+]>O.[Cl-].C([N+](CCCC)(CCCC)CCCC)CCC.ClCCl>[NH2:28][C:20]1[C:15]([C:16]([O:18][CH3:19])=[O:17])=[C:14]([O:13][CH:9]2[CH2:12][CH2:11][CH2:10]2)[C:23]([O:24][CH3:25])=[C:22]([O:26][CH3:27])[CH:21]=1 |f:0.1.2,4.5,7.8|. Reported procedure: A solution of sodium dithionite (3 g, 0.017 mol) in water (6 ml) was added to a solution of methyl 2-cyclobutyloxy-3,4-dimethoxy-6-nitrobenzoate (511 mg, 0.00164 mol) and tetra-n-butylammonium chloride (280 mg, 0.001 mol) in dichloromethane (15 ml) and the reaction stirred vigorously for 1 hour at room temperature. The mixture was basified with 2N aqueous sodium hydroxide solution (10 ml) and extracted with dichloromethane (3×20 ml). The combined organic extracts were washed with water (30 ml), ... Starting materials: O=C(C(=O)O)CC1=CC=CC=C1 (2-Oxo-3-phenyl-propionic acid), C1(=CC=CC=C1)C=1N=C(SC1)NC ((4-Phenyl-thiazol-2-yl)-methylamine), [BH3-]C#N.[Na+] (NaBH3CN). Solvent: CO (MeOH). Conditions: time 3 day. Product: C1(=CC=CC=C1)CC(C(=O)O)NCC=1SC=C(N1)C1=CC=CC=C1 (3-Phenyl-2-[(4-phenyl-thiazol-2-ylmethyl)-amino]-propionic acid). The yield is 62.1%. RXN SMILES: O=[C:2]([CH2:6][C:7]1[CH:12]=[CH:11][CH:10]=[CH:9][CH:8]=1)[C:3]([OH:5])=[O:4].[C:13]1([C:19]2[N:20]=[C:21](NC)[S:22][CH:23]=2)[CH:18]=[CH:17][CH:16]=[CH:15][CH:14]=1.[BH3-][C:27]#[N:28].[Na+]>CO>[C:7]1([CH2:6][CH:2]([NH:28][CH2:27][C:21]2[S:22][CH:23]=[C:19]([C:13]3[CH:14]=[CH:15][CH:16]=[CH:17][CH:18]=3)[N:20]=2)[C:3]([OH:5])=[O:4])[CH:12]=[CH:11][CH:10]=[CH:9][CH:8]=1 |f:2.3|. Reported procedure: To a solution of 2-Oxo-3-phenyl-propionic acid (1.6 mmol, 264 mg) and (4-Phenyl-thiazol-2-yl)-methylamine (1.0 mmol, 190 mg) in MeOH (4 mL), is added NaBH3CN (2.0 mmol, 1N in THF). The pH was then adjusted at 6 with 1M HClaq. The mixture was stirred at room temperature for 3 days. The product was purified by HPLC to give the pure product (210 mg, 62%). Reactants: BrC1=C(C=C(C(=O)OC)C=C1)CBr (methyl 4-bromo-3-bromomethylbenzoate), [Cl-].[NH4+] (ammonium chloride), C(=O)=O (dry ice), solution, C(C)[Mg]Br (ethylmagnesium bromide). The reagents and catalysts are [Cu]I (copper (I) iodide). Run in C(C)#N (acetonitrile), O1CCCC1 (tetrahydrofuran), C(C)OCC (diethyl ether). Reaction conditions: temperature -40 celsius. The product is BrC1=C(C=C(C(=O)OC)C=C1)CCC (Methyl 4-bromo-3-propylbenzoate). RXN SMILES: [Br:1][C:2]1[CH:11]=[CH:10][C:5]([C:6]([O:8][CH3:9])=[O:7])=[CH:4][C:3]=1[CH2:12]Br.C(=O)=O.[CH2:17]([Mg]Br)[CH3:18].[Cl-].[NH4+]>C(OCC)C.[Cu]I.C(#N)C.O1CCCC1>[Br:1][C:2]1[CH:11]=[CH:10][C:5]([C:6]([O:8][CH3:9])=[O:7])=[CH:4][C:3]=1[CH2:12][CH2:17][CH3:18] |f:3.4|. Reported procedure: In a 6-liter reactor equipped with a condenser, a central mechanical stirrer, a thermometer and a dropping funnel, introduce under nitrogen 141 g (0.46 mol) of methyl 4-bromo-3-bromomethylbenzoate, 4 liters of tetrahydrofuran and 8.9 g (0.045 mol) of copper (I) iodide. Cool the mixture to −40° C. using a bath of acetonitrile and dry ice. Add 168 cm3 of a 3M solution of ethylmagnesium bromide in diethyl ether and then allow the reaction temperature to increase to 0° C. After two hours of reaction...